describe an organic reaction: reactants, conditions, products, and yield From a dataset of the Open Reaction Database (ORD), a public repository of structured organic reaction records. Starting materials: [H][H] (hydrogen), OC1=CC=C(C=C1)CC(C(=O)OCC)=O (ethyl 3-(4-hydroxyphenyl)pyruvate). Reagents/catalysts: [Pd] (palladium on charcoal). Run in C1(=CC=CC=C1)C (toluene). Conditions: temperature 50 celsius, time 1 hour. Product: OC1=CC=C(C=C1)CC(C(=O)OCC)O (ethyl 3-(4-hydroxyphenyl)lactate). Yield: 98.1%. RXN SMILES: [OH:1][C:2]1[CH:7]=[CH:6][C:5]([CH2:8][C:9](=[O:15])[C:10]([O:12][CH2:13][CH3:14])=[O:11])=[CH:4][CH:3]=1.[H][H]>[Pd].C1(C)C=CC=CC=1>[OH:1][C:2]1[CH:3]=[CH:4][C:5]([CH2:8][CH:9]([OH:15])[C:10]([O:12][CH2:13][CH3:14])=[O:11])=[CH:6][CH:7]=1. Reported procedure: 10 g of ethyl 3-(4-hydroxyphenyl)pyruvate and 30 ml of toluene were charged to a pressure reactor to form a solution, and 0.25 g of 5% palladium on charcoal was added thereto. The atmosphere was displaced with hydrogen, and the mixture was stirred at 50° C. under a hydrogen pressure of 5 kg/cm2 for 1 hour. After completion of the reaction, the reaction mixture was filtered to remove the catalyst, and the filtrate was concentrated under reduced pressure to give 9.9 g of ethyl 3-(4-hydroxyphenyl)l... Starting materials: Cc1cccc(CBr)c1, [Na+], CN(C)C=O, [OH-], O, c1ccc2[nH]nnc2c1. The product is Cc1cccc(Cn2nnc3ccccc32)c1. RXN SMILES: [CH3:12][c:13]1[cH:14][c:15]([CH2:16][Br:17])[cH:18][cH:19][cH:20]1.[Na+:11].[O:21]=[CH:22][N:23]([CH3:24])[CH3:25].[OH-:10].[OH2:26].[nH:1]1[n:2][n:3][c:4]2[c:5]1[cH:6][cH:7][cH:8][cH:9]2>>[n:1]1([CH2:16][c:15]2[cH:14][c:13]([CH3:12])[cH:20][cH:19][cH:18]2)[n:2][n:3][c:4]2[c:5]1[cH:6][cH:7][cH:8][cH:9]2. Reactants: NC1=C(C=NC=2N1N=C(C2)C)CO ((7-amino-2-methylpyrazolo[1,5-a]pyrimidin-6-yl)methanol). The reagents and catalysts are O=[Mn]=O (MnO2). The solvent is C(Cl)(Cl)Cl (CHCl3). Reaction conditions: time 16 hour. The product is NC1=C(C=NC=2N1N=C(C2)C)C=O (7-amino-2-methylpyrazolo[1,5-a]pyrimidine-6-carbaldehyde). Reaction SMILES: [NH2:1][C:2]1[N:7]2[N:8]=[C:9]([CH3:11])[CH:10]=[C:6]2[N:5]=[CH:4][C:3]=1[CH2:12][OH:13]>C(Cl)(Cl)Cl.O=[Mn]=O>[NH2:1][C:2]1[N:7]2[N:8]=[C:9]([CH3:11])[CH:10]=[C:6]2[N:5]=[CH:4][C:3]=1[CH:12]=[O:13]. Procedure details: (7-amino-2-methylpyrazolo[1,5-a]pyrimidin-6-yl)methanol (1-1) (14.1 g, 79.2 mmol) was dissolved in anhydrous CHCl3 (500 mL) and TI-IF (250 mL). Activated MnO2 (68.9 g, 792 mmol) was added to the mixture, and the mixture was stirred for 16 h. After filtration through a plug of Celite pad, the filtrate was evaporated to give 7-amino-2-methylpyrazolo[1,5-a]pyrimidine-6-carbaldehyde (1-2) as a yellowish solid. The reactants are CN(/C=C/C(=O)C1=C(N=C(S1)NC)C)C ((E)-3-(dimethylamino)-1-(4-methyl-2-(methylamino)thiazol-5-yl) prop-2-en-1-one), ClN1C(CCC1=O)=O.CO (methanol N-chlorosuccinimide). Run at time 30 minute. Product: Cl\C(\C(=O)C1=C(N=C(S1)NC)C)=C/N(C)C ((Z)-2-chloro-3-(dimethylamino)-1-(4-methyl-2-(methylamino)thiazol-5-yl)prop-2-en-1-one). The yield is 43.0%. As a reaction SMILES: [CH3:1][N:2]([CH3:15])/[CH:3]=[CH:4]/[C:5]([C:7]1[S:11][C:10]([NH:12][CH3:13])=[N:9][C:8]=1[CH3:14])=[O:6].[Cl:16]N1C(=O)CCC1=O.CO>>[Cl:16]/[C:4](=[CH:3]\[N:2]([CH3:1])[CH3:15])/[C:5]([C:7]1[S:11][C:10]([NH:12][CH3:13])=[N:9][C:8]=1[CH3:14])=[O:6] |f:1.2|. Procedure: To a well stirred solution of (E)-3-(dimethylamino)-1-(4-methyl-2-(methylamino)thiazol-5-yl) prop-2-en-1-one (2 mmol) in 50 ml methanol N-chlorosuccinimide (2.5 mmol) was added. The reaction mixture was stirred for 30 minutes. The mixture was evaporated to dryness and the residue was purified by column chromatography using EtoAc to yield (Z)-2-chloro-3-(dimethylamino)-1-(4-methyl-2-(methylamino)thiazol-5-yl)prop-2-en-1-one as light yellow solid (43%). 1H-NMR (DMSO-d6) δ: 2.37 (s, 3H, CH3), 2.98 ...